Dataset: the Open Reaction Database (ORD), a public repository of structured organic reaction records. Task: describe an organic reaction: reactants, conditions, products, and yield Starting materials: COc1nc(OC)c2cnn(C3CCN(C(=O)OC(C)(C)C)CC3)c2n1, CCOC(C)=O, Cl, [Na+], C1COCCO1, [OH-], O. The product is COc1nc2c(cnn2C2CCN(C(=O)OC(C)(C)C)CC2)c(=O)[nH]1. RXN SMILES: [C:1]([CH3:2])([CH3:3])([CH3:4])[O:5][C:6](=[O:7])[N:8]1[CH2:9][CH2:10][CH:11]([n:14]2[n:15][cH:16][c:17]3[c:18]2[n:19][c:20]([O:25][CH3:26])[n:21][c:22]3[O:23][CH3:24])[CH2:12][CH2:13]1.[CH3:37][CH2:38][O:39][C:40](=[O:41])[CH3:42].[ClH:35].[Na+:28].[O:29]1[CH2:30][CH2:31][O:32][CH2:33][CH2:34]1.[OH-:27].[OH2:36]>>[C:1]([CH3:2])([CH3:3])([CH3:4])[O:5][C:6](=[O:7])[N:8]1[CH2:9][CH2:10][CH:11]([n:14]2[n:15][cH:16][c:17]3[c:18]2[n:19][c:20]([O:25][CH3:26])[nH:21][c:22]3=[O:23])[CH2:12][CH2:13]1. RXN SMILES: [NH2:1][N:2]1[N:11]=[C:10]([C:12]([F:15])([F:14])[F:13])[C:9]2[C:4](=[CH:5][CH:6]=[CH:7][CH:8]=2)[C:3]1=[O:16].[Cl:17][C:18]1[S:22][C:21]([CH2:23][C:24](O)=[O:25])=[CH:20][CH:19]=1>>[Cl:17][C:18]1[S:22][C:21]([CH2:23][C:24]([NH:1][N:2]2[N:11]=[C:10]([C:12]([F:15])([F:13])[F:14])[C:9]3[C:4](=[CH:5][CH:6]=[CH:7][CH:8]=3)[C:3]2=[O:16])=[O:25])=[CH:20][CH:19]=1. The reactants are NN1C(C2=CC=CC=C2C(=N1)C(F)(F)F)=O (2-amino-4-(trifluoromethyl)phthalazin-1(2H)-one), ClC1=CC=C(S1)CC(=O)O (2-(5-chlorothiophen-2-yl)acetic acid). Procedure: The product of Example 11B and 2-(5-chlorothiophen-2-yl)acetic acid were treated using a method similar to that described in Example 5 to give the title compound. 1H NMR (300 MHz, DMSO-d6) δ ppm 11.96-11.98 (bs, 1H), 8.43 (d, J=8.4 Hz, 1H), 8.11-8.17 (m, 1H), 7.97-8.10 (m, 2H), 7.01 (d, J=3.8 Hz, 1H), 6.93 (d, J=3.8 Hz, 1H), 3.96 (d, J=0.8 Hz, 2H); MS (ESI) m/z 388 (M+H)+. The product is ClC1=CC=C(S1)CC(=O)NN1C(C2=CC=CC=C2C(=N1)C(F)(F)F)=O (2-(5-chloro-2-thienyl)-N-[1-oxo-4-(trifluoromethyl)phthalazin-2(1H)-yl]acetamide).